Dataset: the Open Reaction Database (ORD), a public repository of structured organic reaction records. Task: describe an organic reaction: reactants, conditions, products, and yield Reactants: BrCCCCCOC=1C=CC2=C(C(OC(N2)=O)(C)C)C1 (6-(5-bromopentoxy)-4,4-dimethyl-4H-3,1-benzoxazin-2-one), C1(CCCCC1)C1=CC=C(C=C1)S (4-cyclohexyl-thiophenol). Yields the product C1(CCCCC1)C1=CC=C(C=C1)SCCCCCOC=1C=CC2=C(C(OC(N2)=O)(C)C)C1 (6-[5-(4-Cyclohexyl-phenylmercapto)-pentoxy]-4,4-dimethyl-4H-3,1-benzoxazin-2-one). As a reaction SMILES: Br[CH2:2][CH2:3][CH2:4][CH2:5][CH2:6][O:7][C:8]1[CH:9]=[CH:10][C:11]2[NH:16][C:15](=[O:17])[O:14][C:13]([CH3:19])([CH3:18])[C:12]=2[CH:20]=1.[CH:21]1([C:27]2[CH:32]=[CH:31][C:30]([SH:33])=[CH:29][CH:28]=2)[CH2:26][CH2:25][CH2:24][CH2:23][CH2:22]1>>[CH:21]1([C:27]2[CH:28]=[CH:29][C:30]([S:33][CH2:2][CH2:3][CH2:4][CH2:5][CH2:6][O:7][C:8]3[CH:9]=[CH:10][C:11]4[NH:16][C:15](=[O:17])[O:14][C:13]([CH3:19])([CH3:18])[C:12]=4[CH:20]=3)=[CH:31][CH:32]=2)[CH2:22][CH2:23][CH2:24][CH2:25][CH2:26]1. Procedure: Prepared analogously to Example 1 from 6-(5-bromopentoxy)-4,4-dimethyl-4H-3,1-benzoxazin-2-one and 4-cyclohexyl-thiophenol. Yields the product O=CNc1noc(CCc2ccc(-c3ccccc3)c(F)c2)n1. Reaction SMILES: [CH:1]([O:2][CH2:9][CH3:10])([O:3][CH2:4][CH3:5])[O:6][CH2:7][CH3:8].[NH2:11][c:12]1[n:13][o:14][c:15]([CH2:17][CH2:18][c:19]2[cH:20][c:21]([F:31])[c:22](-[c:25]3[cH:26][cH:27][cH:28][cH:29][cH:30]3)[cH:23][cH:24]2)[n:16]1>>[CH:1](=[O:2])[NH:11][c:12]1[n:13][o:14][c:15]([CH2:17][CH2:18][c:19]2[cH:20][c:21]([F:31])[c:22](-[c:25]3[cH:26][cH:27][cH:28][cH:29][cH:30]3)[cH:23][cH:24]2)[n:16]1. Reactants: CCOC(OCC)OCC, Nc1noc(CCc2ccc(-c3ccccc3)c(F)c2)n1. Reactants: N#CC1(c2cccc(C(=O)O)c2)CC1, CN1CCCC1=O, CN(C)C=O, O=C(Cl)C(=O)Cl, CC(=O)Nc1cn2nc(Oc3cccc(N)c3)ccc2n1, [Na+], C1CCOC1, O=C([O-])O. Product: CC(=O)Nc1cn2nc(Oc3cccc(NC(=O)c4cccc(C5(C#N)CC5)c4)c3)ccc2n1. As a reaction SMILES: [C:1](#[N:2])[C:3]1([c:6]2[cH:7][c:8]([C:9](=[O:10])[OH:11])[cH:12][cH:13][cH:14]2)[CH2:4][CH2:5]1.[CH3:52][N:53]1[CH2:54][CH2:55][CH2:56][C:57]1=[O:58].[CH3:59][N:60]([CH3:61])[CH:62]=[O:63].[Cl:15][C:16]([C:17]([Cl:18])=[O:19])=[O:20].[NH2:21][c:22]1[cH:23][c:24]([O:25][c:26]2[cH:27][cH:28][c:29]3[n:30]([n:31]2)[cH:32][c:33]([NH:35][C:36]([CH3:37])=[O:38])[n:34]3)[cH:39][cH:40][cH:41]1.[Na+:42].[O:47]1[CH2:48][CH2:49][CH2:50][CH2:51]1.[OH:43][C:44](=[O:45])[O-:46]>>[C:1](#[N:2])[C:3]1([c:6]2[cH:7][c:8]([C:9](=[O:11])[NH:21][c:22]3[cH:23][c:24]([O:25][c:26]4[cH:27][cH:28][c:29]5[n:30]([n:31]4)[cH:32][c:33]([NH:35][C:36]([CH3:37])=[O:38])[n:34]5)[cH:39][cH:40][cH:41]3)[cH:12][cH:13][cH:14]2)[CH2:4][CH2:5]1. Starting materials: OC=1C(=CC=2C(CCC(C2C1)(C)C)(C)C)[Se]C1=NC=C(C(=O)OCC)C=C1 (ethyl 6-(3-hydroxy-5,5,8,8-tetramethyl-5,6,7,8-tetrahydro-2-naphthylselanyl)nicotinate), [OH-].[Na+] (sodium hydroxide), yellow powder. Run in C1CCOC1.C(C)O (THF ethanol). The product is OC=1C(=CC=2C(CCC(C2C1)(C)C)(C)C)[Se]C1=NC=C(C(=O)O)C=C1 (6-(3-Hydroxy-5,5,8,8-tetramethyl-5,6,7,8-tetrahydro-2-naphthylselanyl)nicotinic acid). Reaction SMILES: [OH:1][C:2]1[C:3]([Se:16][C:17]2[CH:27]=[CH:26][C:20]([C:21]([O:23]CC)=[O:22])=[CH:19][N:18]=2)=[CH:4][C:5]2[C:6]([CH3:15])([CH3:14])[CH2:7][CH2:8][C:9]([CH3:13])([CH3:12])[C:10]=2[CH:11]=1.[OH-].[Na+]>C1COCC1.C(O)C>[OH:1][C:2]1[C:3]([Se:16][C:17]2[CH:27]=[CH:26][C:20]([C:21]([OH:23])=[O:22])=[CH:19][N:18]=2)=[CH:4][C:5]2[C:6]([CH3:15])([CH3:14])[CH2:7][CH2:8][C:9]([CH3:12])([CH3:13])[C:10]=2[CH:11]=1 |f:1.2,3.4|. Procedure details: In a manner similar to that of Example 2, by reaction of 400 mg (0.92 mmol) of ethyl 6-(3-hydroxy-5,5,8,8-tetramethyl-5,6,7,8-tetrahydro-2-naphthylselanyl)nicotinate with 357 mg (8.9 mmol) of sodium hydroxide in a THF/ethanol mixture (20 ml/20 ml), 60 mg (16%) of a yellow powder are obtained. m.p.: 250° C. Product: C(C)(C)(C)O[C@H](C(=O)O)C1=C(C2=C(N=C(S2)C2=CC=C3C(=NN(C3=C2)C)C)C=C1C)C1=CC=C(C=C1)Cl ((S)-2-tert-butoxy-2-(7-(4-chlorophenyl)-2-(1,3-dimethyl-1H-indazol-6-yl)-5-methylbenzo[d]thiazol-6-yl)acetic acid). Reaction SMILES: [C:1]([O:5][C@@H:6]([C:12]1[C:31]([CH3:32])=[CH:30][C:15]2[N:16]=[C:17]([C:19]3[CH:27]=[C:26]4[C:22]([C:23]([CH3:29])=[N:24][N:25]4[CH3:28])=[CH:21][CH:20]=3)[S:18][C:14]=2[C:13]=1[C:33]1[CH:38]=[CH:37][C:36]([Cl:39])=[CH:35][CH:34]=1)[C:7]([O:9]CC)=[O:8])([CH3:4])([CH3:3])[CH3:2].[OH-].[Na+]>C1COCC1.CCO>[C:1]([O:5][C@@H:6]([C:12]1[C:31]([CH3:32])=[CH:30][C:15]2[N:16]=[C:17]([C:19]3[CH:27]=[C:26]4[C:22]([C:23]([CH3:29])=[N:24][N:25]4[CH3:28])=[CH:21][CH:20]=3)[S:18][C:14]=2[C:13]=1[C:33]1[CH:34]=[CH:35][C:36]([Cl:39])=[CH:37][CH:38]=1)[C:7]([OH:9])=[O:8])([CH3:4])([CH3:2])[CH3:3] |f:1.2|. The reactants are C(C)(C)(C)O[C@H](C(=O)OCC)C1=C(C2=C(N=C(S2)C2=CC=C3C(=NN(C3=C2)C)C)C=C1C)C1=CC=C(C=C1)Cl ((S)-ethyl 2-tert-butoxy-2-(7-(4-chlorophenyl)-2-(1,3-dimethyl-1H-indazol-6-yl)-5-methylbenzo[d]thiazol-6-yl)acetate), [OH-].[Na+] (NaOH). Run in C1CCOC1 (THF), CCO (EtOH). Reaction conditions: temperature 50 celsius. Procedure details: To a vial was dissolved (S)-ethyl 2-tert-butoxy-2-(7-(4-chlorophenyl)-2-(1,3-dimethyl-1H-indazol-6-yl)-5-methylbenzo[d]thiazol-6-yl)acetate (100 mg, 0.178 mmol) in THF (4 mL) and EtOH (2 mL). 1M NaOH (2 mL) was added, and the mixture was heated to 50° C. overnight. The reaction was cooled to 23° C., and filtered (0.45 micron teflon syringe filter). The filtrate was purified by reverse phase HPLC, eluting with 5-100% acetonitrile in H2O with 0.1% TFA to give the desired product. LCMS-ESI+: calc'd... Reaction SMILES: [CH2:5]([c:6]1[cH:7][cH:8][cH:9][cH:10][cH:11]1)[O:12][C:13](=[O:14])[N:15]1[CH2:16][CH:17]2[O:18][CH:19]2[CH2:20][CH2:21][CH:22]1[CH3:23].[CH3:26][OH:27].[Cl-:24].[N-:2]=[N+:3]=[N-:4].[NH4+:25].[Na+:1].[OH2:28]>>[N:2](=[N+:3]=[N-:4])[CH:19]1[CH:17]([OH:18])[CH2:16][N:15]([C:13]([O:12][CH2:5][c:6]2[cH:7][cH:8][cH:9][cH:10][cH:11]2)=[O:14])[CH:22]([CH3:23])[CH2:21][CH2:20]1. Product: CC1CCC(N=[N+]=[N-])C(O)CN1C(=O)OCc1ccccc1. Reactants: CC1CCC2OC2CN1C(=O)OCc1ccccc1, CO, [Cl-], [N-]=[N+]=[N-], [NH4+], [Na+], O.